From a dataset of the Open Reaction Database (ORD), a public repository of structured organic reaction records. describe an organic reaction: reactants, conditions, products, and yield Reactants: ClC1=C(C=CC=2NC3=CC=CC=C3SC12)O (4-chloro-3-hydroxyphenothiazine), C(C)(=O)Cl (acetyl chloride), O (H2O), C(C)(=O)OCC (Ethyl acetate). Run in CN(C)C=O (DMF). Reaction conditions: time 1 hour. The product is C(C)(=O)N1C2=CC=CC=C2SC=2C(=C(C=CC12)O)Cl (10-acetyl-4-chloro-3-hydroxy-10H-phenothiazine). Reaction SMILES: [Cl:1][C:2]1[C:15]2[S:14][C:13]3[C:8](=[CH:9][CH:10]=[CH:11][CH:12]=3)[NH:7][C:6]=2[CH:5]=[CH:4][C:3]=1[OH:16].[C:17](Cl)(=[O:19])[CH3:18].C(OCC)(=O)C.O>CN(C=O)C>[C:17]([N:7]1[C:6]2[CH:5]=[CH:4][C:3]([OH:16])=[C:2]([Cl:1])[C:15]=2[S:14][C:13]2[C:8]1=[CH:9][CH:10]=[CH:11][CH:12]=2)(=[O:19])[CH3:18]. Procedure: To a solution of 4-chloro-3-hydroxyphenothiazine (2.2 g) in DMF (10 ml) was added 10 ml of acetyl chloride. The reaction mixture was stirred at ambient temperature for 1 hour. Ethyl acetate was then added, followed by ice and H2O. The organic layer was separated, dried and evaporated. The resulting residue was purified by chromatography on silica gel to give 1.4 g of 10-acetyl-4-chloro-3-hydroxy-10H-phenothiazine (m.p. 214° C.).